From a dataset of the Open Reaction Database (ORD), a public repository of structured organic reaction records. describe an organic reaction: reactants, conditions, products, and yield As a reaction SMILES: [CH2:28]([Cl:29])[Cl:30].[CH3:23][CH2:24][O:25][CH2:26][CH3:27].[CH3:6][O:7][c:8]1[cH:9][cH:10][cH:11][c:12]([O:16][CH3:17])[c:13]1[O:14][CH3:15].[NH2:18][CH2:19][CH2:20][CH2:21][OH:22].[S:1](=[O:2])(=[O:3])([Cl:4])[Cl:5]>>[S:1](=[O:2])(=[O:3])([c:9]1[c:8]([O:7][CH3:6])[c:13]([O:14][CH3:15])[c:12]([O:16][CH3:17])[cH:11][cH:10]1)[NH:18][CH2:19][CH2:20][CH2:21][OH:22]. The reactants are ClCCl, CCOCC, COc1cccc(OC)c1OC, NCCCO, O=S(=O)(Cl)Cl. Yields the product COc1ccc(S(=O)(=O)NCCCO)c(OC)c1OC. Reactants: C(C)(=O)OC1=CC=C(C2=CC=CC=C12)F (1-acetoxy-4-fluoro-naphthalene), C([O-])([O-])=O.[K+].[K+] (potassium carbonate). The solvent is CO (methanol), O (water). Run at time 5 hour. Product: FC1=CC=C(C2=CC=CC=C12)O (4-fluoro-1-hydroxynaphthalene). Yield: 92.0%. Reaction SMILES: C([O:4][C:5]1[C:14]2[C:9](=[CH:10][CH:11]=[CH:12][CH:13]=2)[C:8]([F:15])=[CH:7][CH:6]=1)(=O)C.C(=O)([O-])[O-].[K+].[K+]>CO.O>[F:15][C:8]1[C:9]2[C:14](=[CH:13][CH:12]=[CH:11][CH:10]=2)[C:5]([OH:4])=[CH:6][CH:7]=1 |f:1.2.3|. Procedure details: To a stirred solution of 2.71 g of 1-acetoxy-4-fluoro-naphthalene in 142 ml of degassed methanol was added a solution of 9.2 g of potassium carbonate in 95 ml of degassed water. The mixture was stirred at room temperature for 5 h. The mixture was cooled with ice, acidified to pH1-2 with conc. HCL, extracted with dichloromethane, dried (magnesium sulphate), filtered and concentrated to an orange solid. The material was purified by chromatography on silica gel eluting with dichloromethane/heptanes... The reactants are CC(=O)O, O=C1OC(CCO)(c2ccccc2F)CCN1c1cccc(-c2ccc(F)cc2)n1, OO. Product: O=C1OC(CCO)(c2ccccc2F)CCN1c1cccc(-c2ccc(F)cc2)[n+]1[O-]. RXN SMILES: [CH3:33][C:34](=[O:35])[OH:36].[F:1][c:2]1[c:3]([C:8]2([CH2:28][CH2:29][OH:30])[CH2:9][CH2:10][N:11]([c:15]3[n:16][c:17](-[c:21]4[cH:22][cH:23][c:24]([F:27])[cH:25][cH:26]4)[cH:18][cH:19][cH:20]3)[C:12](=[O:14])[O:13]2)[cH:4][cH:5][cH:6][cH:7]1.[OH:31][OH:32]>>[F:1][c:2]1[c:3]([C:8]2([CH2:28][CH2:29][OH:30])[CH2:9][CH2:10][N:11]([c:15]3[n+:16]([O-:31])[c:17](-[c:21]4[cH:22][cH:23][c:24]([F:27])[cH:25][cH:26]4)[cH:18][cH:19][cH:20]3)[C:12](=[O:14])[O:13]2)[cH:4][cH:5][cH:6][cH:7]1. Starting materials: Cl (HCl), C(C)(C)(C)OC(=O)N[C@H](C[C@H]1[C@@H](N(C(O1)(C)C)C(=O)OCC1=CC=CC=C1)CC1=CC=C(C=C1)C=1C=NC=CC1)CC1=CC=CC=C1 (benzyl(4S,5S)-5-{(2S)-2-[(tert-butoxycarbonyl)amino]-3-phenylpropyl}-2,2-dimethyl-4-[4-(3-pyridinyl)benzyl]-1,3-oxazolidine-3-carboxylate). The reagents and catalysts are [OH-].[OH-].[Pd+2] (Pd(OH)2 on carbon). Run in CO (methanol). Reaction conditions: temperature 25 celsius, time 2.5 hour. Product: N[C@H]([C@H](C[C@H](CC1=CC=CC=C1)NC(OC(C)(C)C)=O)O)CC1=CC=C(C=C1)C=1C=NC=CC1 (tert-butyl(1S,3S,4S)-4-amino-1-benzyl-3-hydroxy-5-[4-(3-pyridinyl)phenyl]pentylcarbamate), hydrochloride salt. RXN SMILES: [C:1]([O:5][C:6]([NH:8][C@@H:9]([CH2:41][C:42]1[CH:47]=[CH:46][CH:45]=[CH:44][CH:43]=1)[CH2:10][C@@H:11]1[O:15]C(C)(C)[N:13](C(OCC2C=CC=CC=2)=O)[C@H:12]1[CH2:28][C:29]1[CH:34]=[CH:33][C:32]([C:35]2[CH:36]=[N:37][CH:38]=[CH:39][CH:40]=2)=[CH:31][CH:30]=1)=[O:7])([CH3:4])([CH3:3])[CH3:2].Cl>CO.[OH-].[OH-].[Pd+2]>[NH2:13][C@@H:12]([CH2:28][C:29]1[CH:34]=[CH:33][C:32]([C:35]2[CH:36]=[N:37][CH:38]=[CH:39][CH:40]=2)=[CH:31][CH:30]=1)[C@@H:11]([OH:15])[CH2:10][C@@H:9]([NH:8][C:6](=[O:7])[O:5][C:1]([CH3:2])([CH3:3])[CH3:4])[CH2:41][C:42]1[CH:43]=[CH:44][CH:45]=[CH:46][CH:47]=1 |f:3.4.5|. Procedure details: A solution containing the product from Example 67A (0.130 g, 0.205 mmol) in methanol (3 mL) was treated with Pd(OH)2 on carbon (0.040 g, 20% Pd by wt.) and HCl solution (0.150 mL, 4N in dioxane), stirred under a hydrogen atmosphere (balloon pressure) for 2.5 hours at 25° C., filtered through a bed of celite® and rinsed with methanol. The filtrate was concentrated to give the title compound as the hydrochloride salt.